The task is: describe an organic reaction: reactants, conditions, products, and yield. This data is from the Open Reaction Database (ORD), a public repository of structured organic reaction records. The reactants are C(C)(=O)C=1N=C(NC1)CC1=CC=C(C=C1)OC (4-Acetyl-2-(4-Methoxyphenylmethyl)imidazole), Br (HBr). The solvent is CC(=O)O (AcOH). Conditions: time 24 hour. Yields the product C(C)(=O)C=1N=C(NC1)CC1=CC=C(C=C1)O (4-Acetyl-2-(4-hydroxyphenylmethyl)imidazole). The yield is 78.6%. RXN SMILES: [C:1]([C:4]1[N:5]=[C:6]([CH2:9][C:10]2[CH:15]=[CH:14][C:13]([O:16]C)=[CH:12][CH:11]=2)[NH:7][CH:8]=1)(=[O:3])[CH3:2].Br>CC(O)=O>[C:1]([C:4]1[N:5]=[C:6]([CH2:9][C:10]2[CH:15]=[CH:14][C:13]([OH:16])=[CH:12][CH:11]=2)[NH:7][CH:8]=1)(=[O:3])[CH3:2]. Procedure: A solution of XXVI (2.2 g, 0.01 mol), AcOH (10 mL) and 48% HBr (40 mL) was heated at reflux. After 24 hours, the solution was concentrated to dryness, neutralized with NaHCO3 to pH 8.5 and the mixture stirred at room temperature. The suspension was concentrated to dryness mixed with CH3OH (100 mL) and silica gel (20 g) and concentrated to dryness. The solid was placed on a silica gel column and the product eluted with 5% CH3OH--CHCl3 to yield 1.7 g (81%) of XXVII; m.p. 229°-31° C. (CH3CN). Reactants: BrC1=CN=C2N1N=C(C=C2)Cl (3-Bromo-6-chloro-imidazo[1,2-b]pyridazine), N1CCNCC1 (piperazine), N#N (N2). The solvent is CO (methanol). Run at temperature 120 celsius. Product: BrC1=CN=C2N1N=C(C=C2)N2CCNCC2 (3-bromo-6-piperazin-1-yl-imidazo[1,2-b]pyridazine). The yield is 70.9%. As a reaction SMILES: [Br:1][C:2]1[N:6]2[N:7]=[C:8](Cl)[CH:9]=[CH:10][C:5]2=[N:4][CH:3]=1.[NH:12]1[CH2:17][CH2:16][NH:15][CH2:14][CH2:13]1.N#N>CO>[Br:1][C:2]1[N:6]2[N:7]=[C:8]([N:12]3[CH2:17][CH2:16][NH:15][CH2:14][CH2:13]3)[CH:9]=[CH:10][C:5]2=[N:4][CH:3]=1. Procedure details: 3-Bromo-6-chloro-imidazo[1,2-b]pyridazine [13526-66-4] (1.1 g, 4.5 mmol) and piperazine [110-85-0] (3.6 g, 41.8 mmol) were ground together in a mortar to an intimate mixture and transferred to a 15 mL round bottomed flask containing a magnetic stir bar. The flask was fitted to a reflux condenser, N2 blanketed, and the reaction pot immersed in an ambient temperature oil bath. While the neat solid mixture stirred, the bath was heated to 120° C. over 0.5 h and held at nominal temperature for a tota... Starting materials: C1(C=2C(C(=O)O1)=CC=CC2)=O (phthalic anhydride), C(CCC)N1C(=CC2=CC=CC=C12)C (1-butyl-2-methylindole), [Cl-].[Al+3].[Cl-].[Cl-] (aluminum chloride). Solvent: C1=CC=CC=C1 (benzene). Product: C(CCC)N1C(=C(C2=CC=CC=C12)C(=O)C1=C(C(=O)O)C=CC=C1)C (2-(1-butyl-2-methyl-3-indolylcarbonyl)benzoic acid). RXN SMILES: [C:1]1(=[O:11])[O:6][C:4](=[O:5])[C:3]2=[CH:7][CH:8]=[CH:9][CH:10]=[C:2]12.[CH2:12]([N:16]1[C:24]2[C:19](=[CH:20][CH:21]=[CH:22][CH:23]=2)[CH:18]=[C:17]1[CH3:25])[CH2:13][CH2:14][CH3:15].[Cl-].[Al+3].[Cl-].[Cl-]>C1C=CC=CC=1>[CH2:12]([N:16]1[C:24]2[C:19](=[CH:20][CH:21]=[CH:22][CH:23]=2)[C:18]([C:4]([C:3]2[CH:7]=[CH:8][CH:9]=[CH:10][C:2]=2[C:1]([OH:6])=[O:11])=[O:5])=[C:17]1[CH3:25])[CH2:13][CH2:14][CH3:15] |f:2.3.4.5|. Procedure: To a stirred mixture containing 7.4 g. of phthalic anhydride and 16.0 g. of 1-butyl-2-methylindole at 0°-5° C. was added portionwise 13.3 g. of aluminum chloride. The mixture was diluted with 50 ml. of benzene and stirred overnight at room temperture. The reaction mixture was poured into 200 ml. of 5% hydrochloric acid and the product extracted with benzene. The benzene extracts were shaken with dilute aqueous potassium hydroxide. The aqueous alkaline layer was separated, cooled with ice and bro... Reactants: NC1CCN(CC1)C1=C(C=C(C=C1)N1C(O[C@H](C1)COC1=NOC=C1)=O)F (3-(4-(4-aminopiperidin-1-yl)-3-fluorophenyl)-5(R)-(isoxazol-3-yloxymethyl)oxazolidin-2-one), ClC(=O)OC (methyl chloroformate). Yields the product COC(=O)NC1CCN(CC1)C1=C(C=C(C=C1)N1C(O[C@H](C1)COC1=NOC=C1)=O)F (3-(4-(4-Methoxycarbonylaminopiperidin-1-yl)-3-fluorophenyl)-5(R)-(isoxazol-3-yloxymethyl)oxazolidin-2-one). Yield: 43.6%. RXN SMILES: [NH2:1][CH:2]1[CH2:7][CH2:6][N:5]([C:8]2[CH:13]=[CH:12][C:11]([N:14]3[CH2:18][C@H:17]([CH2:19][O:20][C:21]4[CH:25]=[CH:24][O:23][N:22]=4)[O:16][C:15]3=[O:26])=[CH:10][C:9]=2[F:27])[CH2:4][CH2:3]1.Cl[C:29]([O:31][CH3:32])=[O:30]>>[CH3:32][O:31][C:29]([NH:1][CH:2]1[CH2:7][CH2:6][N:5]([C:8]2[CH:13]=[CH:12][C:11]([N:14]3[CH2:18][C@H:17]([CH2:19][O:20][C:21]4[CH:25]=[CH:24][O:23][N:22]=4)[O:16][C:15]3=[O:26])=[CH:10][C:9]=2[F:27])[CH2:4][CH2:3]1)=[O:30]. Procedure details: Using essentially the technique of Example 94, starting with 3-(4-(4-aminopiperidin-1-yl)-3-fluorophenyl)-5(R)-(isoxazol-3-yloxymethyl)oxazolidin-2-one (249 mg, 0.66 mmol) and methyl chloroformate (70 mg, 0.74 mmol) in place of methanesulfonyl choride, gave the desired product (125 mg) after chromatography. Starting materials: O=C([O-])[O-], CN(C)C=O, O=C(CCCCl)c1ccc(F)cc1, Cl, O=C(CCCNC1CCC(c2ccc(F)cc2)CC1)c1ccc(F)cc1, [H-], [I-], [K+], [K+], [K+], [Na+], O, c1ccccc1. Product: Cl, Cl, O=C(CCCNC1CCC(c2ccc(F)cc2)CC1)c1ccc(F)cc1. Reaction SMILES: [C:30](=[O:31])([O-:32])[O-:33].[CH3:58][N:59]([CH3:60])[CH:61]=[O:62].[Cl:38][CH2:39][CH2:40][CH2:41][C:42]([c:43]1[cH:44][cH:45][c:46]([F:47])[cH:48][cH:49]1)=[O:50].[ClH:1].[F:2][c:3]1[cH:4][cH:5][c:6]([C:9]([CH2:10][CH2:11][CH2:12][NH:13][CH:14]2[CH2:15][CH2:16][CH:17]([c:20]3[cH:21][cH:22][c:23]([F:26])[cH:24][cH:25]3)[CH2:18][CH2:19]2)=[O:27])[cH:7][cH:8]1.[H-:28].[I-:37].[K+:34].[K+:35].[K+:36].[Na+:29].[OH2:57].[cH:51]1[cH:52][cH:53][cH:54][cH:55][cH:56]1>>[ClH:1].[ClH:38].[F:2][c:3]1[cH:4][cH:5][c:6]([C:9]([CH2:10][CH2:11][CH2:12][NH:13][CH:14]2[CH2:15][CH2:16][CH:17]([c:20]3[cH:21][cH:22][c:23]([F:26])[cH:24][cH:25]3)[CH2:18][CH2:19]2)=[O:27])[cH:7][cH:8]1. Reactants: C(C1=CC=CC=C1)OC=1C=C(C=CC1OC)C1=CC(=CC=C1)CC(=O)OC (Methyl (3′-benzyloxy-4′-methoxybiphenyl-3-yl)acetate), [H][H] (hydrogen). Reagents/catalysts: [C].[Pd] (palladium-carbon). Run in C(C)(=O)OCC (ethyl acetate), C(C)O (ethanol). The product is OC=1C=C(C=CC1OC)C1=CC(=CC=C1)CC(=O)OC (Methyl (3′-hydroxy-4′-methoxy-biphenyl-3-yl)acetate). Isolated yield 95.6%. Reaction SMILES: C([O:8][C:9]1[CH:10]=[C:11]([C:17]2[CH:22]=[CH:21][CH:20]=[C:19]([CH2:23][C:24]([O:26][CH3:27])=[O:25])[CH:18]=2)[CH:12]=[CH:13][C:14]=1[O:15][CH3:16])C1C=CC=CC=1.[H][H]>C(OCC)(=O)C.C(O)C.[C].[Pd]>[OH:8][C:9]1[CH:10]=[C:11]([C:17]2[CH:22]=[CH:21][CH:20]=[C:19]([CH2:23][C:24]([O:26][CH3:27])=[O:25])[CH:18]=2)[CH:12]=[CH:13][C:14]=1[O:15][CH3:16] |f:4.5|. Procedure: 1.35 g of Methyl (3′-benzyloxy-4′-methoxybiphenyl-3-yl)acetate was dissolved in a mixed solvent of 10 ml of ethyl acetate and 30 ml of ethanol, then 500 mg of 10% palladium-carbon was added thereto, and the mixture was stirred overnight in a hydrogen atmosphere. The reaction mixture was filtered through Celite, and the filtrate was concentrated. The residue was purified by silica gel column chromatography, to give 970 mg of the title compound in the 3:1 hexane-ethyl acetate fraction. Procedure details: Solid sodium hydroxide(180 mg, 4.50 mmol) was dissolved in a small amount of water and then added to methylene chloride (8.6 ml) containing 2-(o-chlorophenyl)-3-oxo-4-(4-methylpyridyl)-5-amino-2,3-dihydrofuran(400 mg, 1.3 mmol). Tetrabutylammonium bromide (50.0 mg, 1.37 mmol) was added and then a mixture containing dimethyl sulfate (164 mg, 1.30 mmol) was slowly added at room temperature. The mixture was stirred at room temperature for one hour and then washed twice with water, dried over anhydr... The reagents and catalysts are [Br-].C(CCC)[N+](CCCC)(CCCC)CCCC (Tetrabutylammonium bromide). Reaction SMILES: [OH-].[Na+].[CH2:3](Cl)Cl.[Cl:6][C:7]1[CH:12]=[CH:11][CH:10]=[CH:9][C:8]=1[CH:13]1[C:17](=[O:18])[C:16]([C:19]2[CH:24]=[C:23]([CH3:25])[CH:22]=[CH:21][N:20]=2)=[C:15]([NH2:26])[O:14]1.S(OC)(OC)(=O)=O>O.[Br-].C([N+](CCCC)(CCCC)CCCC)CCC>[Cl:6][C:7]1[CH:12]=[CH:11][CH:10]=[CH:9][C:8]=1[CH:13]1[C:17](=[O:18])[C:16]([C:19]2[CH:24]=[C:23]([CH3:25])[CH:22]=[CH:21][N:20]=2)=[C:15]([NH:26][CH3:3])[O:14]1 |f:0.1,6.7|. Product: ClC1=C(C=CC=C1)C1OC(=C(C1=O)C1=NC=CC(=C1)C)NC (2-(o-Chlorophenyl)-3-oxo-4-(4-methylpyridyl)-5-methylamino-2,3-dihydrofuran). Yield: 88.0%. Solvent: O (water). Reactants: C(Cl)Cl (methylene chloride), S(=O)(=O)(OC)OC (dimethyl sulfate), [OH-].[Na+] (sodium hydroxide), ClC1=C(C=CC=C1)C1OC(=C(C1=O)C1=NC=CC(=C1)C)N (2-(o-chlorophenyl)-3-oxo-4-(4-methylpyridyl)-5-amino-2,3-dihydrofuran). Conditions: time 1 hour. Starting materials: C(C)(=O)O (acetic acid), O (water), C1(=CC=CC=C1)C (toluene), CC1=C(C=C(C(=O)OC)C=C1)[N+](=O)[O-] (methyl 4-methyl-3-nitrobenzoate). Reagents/catalysts: [Fe] (iron). The solvent is C1CCCCC1 (cyclohexane), CN(C)C=O (DMF). Run at temperature 80 celsius, time 4 hour. Product: N1C=CC2=CC=C(C=C12)C(=O)OC (methyl indole-6-carboxylate). Yield: 62.4%. As a reaction SMILES: [C:1](O)(=O)C.O.C1(C)C=CC=CC=1.[CH3:13][C:14]1[CH:23]=[CH:22][C:17]([C:18]([O:20][CH3:21])=[O:19])=[CH:16][C:15]=1[N+:24]([O-])=O>CN(C=O)C.[Fe].C1CCCCC1>[NH:24]1[C:15]2[C:14](=[CH:23][CH:22]=[C:17]([C:18]([O:20][CH3:21])=[O:19])[CH:16]=2)[CH:13]=[CH:1]1. Procedure: Into a reaction flask were introduced 176.4 g of iron powder, 43.5 g of acetic acid, 71.2 g of water and 273.3 g of toluene. The content of the flask was heated to 80° C. Then, a solution of 131.8 g of methyl 4-methyl-3-nitrobenzoate in 110.4 g of DMF was dropwise added into the above-mentioned mixed solution over a period of about one hour, after which the resulting mixture was stirred for an additional 4 hours at 80° C. After cooling the reaction mixture, the solid material was removed by filt...